Dataset: the Open Reaction Database (ORD), a public repository of structured organic reaction records. Task: describe an organic reaction: reactants, conditions, products, and yield Reactants: C1CCC2=NCCCN2CC1, CS(=O)(=O)OC1CC=C(c2ccncc2[N+](=O)[O-])CC1, CCOC(C)=O, C1CCOC1. Yields the product O=[N+]([O-])c1cnccc1C1=CC=CCC1. RXN SMILES: [CH2:21]1[CH2:22][CH2:23][C:24]2=[N:29][CH2:28][CH2:27][CH2:26][N:25]2[CH2:30][CH2:31]1.[CH3:1][S:2]([O:3][CH:6]1[CH2:7][CH:8]=[C:9]([c:12]2[c:13]([N+:18](=[O:19])[O-:20])[cH:14][n:15][cH:16][cH:17]2)[CH2:10][CH2:11]1)(=[O:4])=[O:5].[CH3:37][CH2:38][O:39][C:40](=[O:41])[CH3:42].[O:32]1[CH2:33][CH2:34][CH2:35][CH2:36]1>>[CH:6]1=[CH:7][CH:8]=[C:9]([c:12]2[c:13]([N+:18](=[O:19])[O-:20])[cH:14][n:15][cH:16][cH:17]2)[CH2:10][CH2:11]1.